From a dataset of the Open Reaction Database (ORD), a public repository of structured organic reaction records. describe an organic reaction: reactants, conditions, products, and yield Reactants: BrC1=C(C=CC=C1)O (2-bromophenol), [H-].[Na+] (sodium hydride), BrCCCBr (1,3-dibromopropane), O (water), [I-].[Na+] (sodium iodide). The solvent is CN(C)C=O (DMF), C(C)O (ethanol), CN(C)C=O (DMF). Conditions: time 15 minute. Yields the product BrC1=C(C=CC=C1)OCCCOC1=C(C=CC=C1)Br (1,3-Bis(2-bromophenyloxy)propane). RXN SMILES: [H-].[Na+].[Br:3][C:4]1[CH:9]=[CH:8][CH:7]=[CH:6][C:5]=1[OH:10].[I-].[Na+].Br[CH2:14][CH2:15][CH2:16][Br:17].[OH2:18]>CN(C=O)C.C(O)C>[Br:3][C:4]1[CH:9]=[CH:8][CH:7]=[CH:6][C:5]=1[O:10][CH2:6][CH2:7][CH2:8][O:18][C:5]1[CH:4]=[CH:9][CH:14]=[CH:15][C:16]=1[Br:17] |f:0.1,3.4|. Reported procedure: 2.6 g (110 mmol) of sodium hydride are added in portions with vigorous stirring to a solution of 18.2 g (105 mmol) of 2-bromophenol in 200 ml of DMF. After the mixture has been stirred for a further 15 min., 1.5 g (10 mmol) of sodium iodide are added. A mixture of 4.8 ml (50 mmol) of 1,3-dibromopropane in 50 ml of DMF is added dropwise to this mixture, which is subsequently stirred at room temperature for 60 h. 5 ml of ethanol are added dropwise to the reaction mixture, which is then poured into... The reactants are C(C)OC(=O)[C@H]1CN(C[C@@H]1C(NC1=C(C=C(C=C1)N1C(C=CC=C1)=O)F)=O)S(=O)(=O)C ((3R,4R)-4-[2-Fluoro-4-(2-oxo-2H-pyridin-1-yl)-phenylcarbamoyl]-1-methane-sulfonyl-pyrrolidine-3-carboxylic acid ethyl ester), LiOH monohydrate. Solvent: O1CCOCC1.O (1,4-dioxane water). Reaction conditions: temperature 25 celsius, time 24 hour. The product is FC1=C(C=CC(=C1)N1C(C=CC=C1)=O)NC(=O)[C@@H]1[C@H](CN(C1)S(=O)(=O)C)C(=O)O ((3R,4R)-4-[2-Fluoro-4-(2-oxo-2H-pyridin-1-yl)-phenylcarbamoyl]-1-methane-sulfonyl-pyrrolidine-3-carboxylic acid). Reaction SMILES: C([O:3][C:4]([C@@H:6]1[C@@H:10]([C:11](=[O:27])[NH:12][C:13]2[CH:18]=[CH:17][C:16]([N:19]3[CH:24]=[CH:23][CH:22]=[CH:21][C:20]3=[O:25])=[CH:15][C:14]=2[F:26])[CH2:9][N:8]([S:28]([CH3:31])(=[O:30])=[O:29])[CH2:7]1)=[O:5])C>O1CCOCC1.O>[F:26][C:14]1[CH:15]=[C:16]([N:19]2[CH:24]=[CH:23][CH:22]=[CH:21][C:20]2=[O:25])[CH:17]=[CH:18][C:13]=1[NH:12][C:11]([C@H:10]1[CH2:9][N:8]([S:28]([CH3:31])(=[O:30])=[O:29])[CH2:7][C@@H:6]1[C:4]([OH:5])=[O:3])=[O:27] |f:1.2|. Reported procedure: Compound 28d (3.7 g; 8 mmol) is dissolved in a mixture of 1,4-dioxane/water (1:1; 30 ml). LiOH monohydrate (1.03 g; 25 mmol) is added to the mixture and complete saponification is obtained after stirring for 24 h at 25° C. The mixture is evaporated to dryness and dissolved in ethyl acetate and the product is extracted with saturated aqueous Na2CO3 solution. The aqueous phase is cooled to 10° C. and acidified with 25% aqueous HCl solution until pH=1. The product is extracted several times with et... Procedure: The specification CN 1358719 (CAPLUS 2003:711267) discloses the synthesis of sertaconazole mononitrate (I) by etherifying 3-bromomethyl-7-chlorobenzo[b]thiophene (III) with 1-(2,4-dichlorophenyl)-2-(1H-imidazol-1-yl)-ethanol (II) at a molar ratio of 1:1 in toluene-water (3:1, v/v) in the presence of sodium hydroxide and 50% tetrabutylammonium chloride (IV, Z═Cl) solution at 80° C. for 4 hours, extracting with ethyl ether to obtain free base of sertaconazole, salifying with nitric acid and recrys... Reagents/catalysts: [Cl-].C(CCC)[N+](CCCC)(CCCC)CCCC (tetrabutylammonium chloride). The solvent is C1(=CC=CC=C1)C.O (toluene water). The reactants are [OH-].[Na+] (sodium hydroxide), C1=CC2=C(C(=C1)Cl)SC=C2COC(CN3C=CN=C3)C4=C(C=C(C=C4)Cl)Cl.[N+](=O)(O)[O-] (sertaconazole mononitrate), BrCC=1C2=C(SC1)C(=CC=C2)Cl (3-bromomethyl-7-chlorobenzo[b]thiophene), ClC1=C(C=CC(=C1)Cl)C(CN1C=NC=C1)O (1-(2,4-dichlorophenyl)-2-(1H-imidazol-1-yl)-ethanol). Product: C1=CC=2C(=CSC2C(=C1)Cl)COC(CN3C=CN=C3)C=4C=CC(=CC4Cl)Cl (sertaconazole). Reaction SMILES: [CH:1]1[CH:6]=[C:5]([Cl:7])[C:4]2[S:8][CH:9]=[C:10]([CH2:11][O:12][CH:13]([C:20]3[CH:25]=[CH:24][C:23]([Cl:26])=[CH:22][C:21]=3[Cl:27])[CH2:14][N:15]3[CH:19]=[N:18][CH:17]=[CH:16]3)[C:3]=2[CH:2]=1.[N+]([O-])(O)=O.BrCC1C2C=CC=C(Cl)C=2SC=1.ClC1C=C(Cl)C=CC=1C(O)CN1C=CN=C1.[OH-].[Na+]>C1(C)C=CC=CC=1.O.[Cl-].C([N+](CCCC)(CCCC)CCCC)CCC>[CH:1]1[CH:6]=[C:5]([Cl:7])[C:4]2[S:8][CH:9]=[C:10]([CH2:11][O:12][CH:13]([C:20]3[CH:25]=[CH:24][C:23]([Cl:26])=[CH:22][C:21]=3[Cl:27])[CH2:14][N:15]3[CH:19]=[N:18][CH:17]=[CH:16]3)[C:3]=2[CH:2]=1 |f:0.1,4.5,6.7,8.9|. Reactants: CCCC[N+](CCCC)(CCCC)CCCC, CC(C)I, [Na+], [OH-], O=S(=O)([O-])O, N#CCc1ccc2sccc2c1. The product is CC(C)C(C#N)c1ccc2sccc2c1. RXN SMILES: [CH2:24]([N+:25]([CH2:26][CH2:27][CH2:28][CH3:29])([CH2:30][CH2:31][CH2:32][CH3:33])[CH2:34][CH2:35][CH2:36][CH3:37])[CH2:38][CH2:39][CH3:40].[I:1][CH:2]([CH3:3])[CH3:4].[Na+:18].[OH-:17].[S:19]([O-:20])([OH:21])(=[O:22])=[O:23].[s:5]1[c:6]2[c:7]([cH:8][cH:9]1)[cH:10][c:11]([CH2:14][C:15]#[N:16])[cH:12][cH:13]2>>[CH:2]([CH3:3])([CH3:4])[CH:14]([c:11]1[cH:10][c:7]2[c:6]([s:5][cH:9][cH:8]2)[cH:13][cH:12]1)[C:15]#[N:16]. Starting materials: N(=[N+]=[N-])[C@H]([C@H](CC1CCCCC1)NC(OC(C)(C)C)=O)C (tert-butyl (2S,3S)-3-azido-1-cyclohexylbutan-2-ylcarbamate). The reagents and catalysts are [Pd] (Pd/C). Run in CO (methanol). Product: N[C@H]([C@H](CC1CCCCC1)NC(OC(C)(C)C)=O)C (tert-butyl (2S,3S)-3-amino-1-cyclohexylbutan-2-ylcarbamate). The yield is 77.5%. Reaction SMILES: [N:1]([C@@H:4]([CH3:21])[C@@H:5]([NH:13][C:14](=[O:20])[O:15][C:16]([CH3:19])([CH3:18])[CH3:17])[CH2:6][CH:7]1[CH2:12][CH2:11][CH2:10][CH2:9][CH2:8]1)=[N+]=[N-]>CO.[Pd]>[NH2:1][C@@H:4]([CH3:21])[C@@H:5]([NH:13][C:14](=[O:20])[O:15][C:16]([CH3:18])([CH3:17])[CH3:19])[CH2:6][CH:7]1[CH2:12][CH2:11][CH2:10][CH2:9][CH2:8]1. Reported procedure: A solution of tert-butyl (2S,3S)-3-azido-1-cyclohexylbutan-2-ylcarbamate (0.215 g, 0.73 mmol) in methanol (10 mL) was added to wetted Pd/C (0.1 g) and was hydrogenated with a balloon overnight. The reaction mixture was filtered through a pad of Celite and the solvent was removed to give tert-butyl (2S,3S)-3-amino-1-cyclohexylbutan-2-ylcarbamate (0.153 g, 78%), which was used in the next step without purification. The reactants are COC=O, NN1CCCCC1. Yields the product O=CNN1CCCCC1. RXN SMILES: [CH3:8][O:9][CH:10]=[O:11].[NH2:1][N:2]1[CH2:3][CH2:4][CH2:5][CH2:6][CH2:7]1>>[NH:1]([N:2]1[CH2:3][CH2:4][CH2:5][CH2:6][CH2:7]1)[CH:8]=[O:9]. The reactants are O (water), C1(CCC1)C(=O)Cl (Cyclobutylcarbonyl chloride), [Cl-].[Al+3].[Cl-].[Cl-] (aluminium chloride), C1(=CC=CC=C1)C (toluene), C1(=CC=CC=C1)C (toluene). Conditions: time 20 minute. Product: C1(=CC=C(C=C1)C(=O)C1CCC1)C (Cyclobutyl p-tolyl ketone). RXN SMILES: [CH:1]1([C:5](Cl)=[O:6])[CH2:4][CH2:3][CH2:2]1.[Cl-].[Al+3].[Cl-].[Cl-].O.[C:13]1([CH3:19])[CH:18]=[CH:17][CH:16]=[CH:15][CH:14]=1>>[C:13]1([CH3:19])[CH:18]=[CH:17][C:16]([C:5]([CH:1]2[CH2:4][CH2:3][CH2:2]2)=[O:6])=[CH:15][CH:14]=1 |f:1.2.3.4|. Reported procedure: Cyclobutylcarbonyl chloride (23.8 g.) in dry toluene (25 ml) was added dropwise during 1 hour to a stirred suspension of anhydrous aluminium chloride (29.4 g) in dry toluene (150 ml). After stirring a further 20 minutes, the mixture was poured into iced water (1 l) and the organic layer was separated, washed with water, dried over magnesium sulphate, filtered and evaporated. The residue was distilled under reduced pressure and the fraction b.p. 79-80°/0.03 mm was collected. On standing the produ...